Dataset: the Open Reaction Database (ORD), a public repository of structured organic reaction records. Task: describe an organic reaction: reactants, conditions, products, and yield The reactants are C(C)(=O)N1CCC(CC1)CCC(=O)C=1C=CC2=C(CCO2)C1 (5-[3-(1-acetylpiperidin-4-yl)-1-oxopropyl]-2,3-dihydrobenzofuran), [OH-].[Na+] (sodium hydroxide). The solvent is Cl (hydrochloric acid). Product: O=C(CCC1CCNCC1)C=1C=CC2=C(CCO2)C1 (2,3-dihydro-5-[1-oxo-3-(piperidin-4-yl)propyl]benzofuran). Isolated yield 100.2%. As a reaction SMILES: C([N:4]1[CH2:9][CH2:8][CH:7]([CH2:10][CH2:11][C:12]([C:14]2[CH:15]=[CH:16][C:17]3[O:21][CH2:20][CH2:19][C:18]=3[CH:22]=2)=[O:13])[CH2:6][CH2:5]1)(=O)C.[OH-].[Na+]>Cl>[O:13]=[C:12]([C:14]1[CH:15]=[CH:16][C:17]2[O:21][CH2:20][CH2:19][C:18]=2[CH:22]=1)[CH2:11][CH2:10][CH:7]1[CH2:8][CH2:9][NH:4][CH2:5][CH2:6]1 |f:1.2|. Procedure: To 30 ml of concentrated hydrochloric acid was added 5.00 g of 5-[3-(1-acetylpiperidin-4-yl)-1-oxopropyl]-2,3-dihydrobenzofuran, and the mixture was refluxed for 14 hours. The reaction mixture was left standing for cooling and then made basic with a dilute aqueous solution of sodium hydroxide, followed by extraction with methylene chloride. Organic layers were combined and dried over anhydrous sodium sulfate, then the solvent was distilled off to leave 4.31 g (100%) of 2,3-dihydro-5-[1-oxo-3-(pi... Starting materials: C(C)(=O)O[BH-](OC(C)=O)OC(C)=O.[Na+] (Sodium triacetoxyborohydride), FC=1C=C(CNC(=O)NC=2SC=C(N2)C=O)C=CC1 (1-(3-fluorobenzyl)-3-(4-formylthiazol-2-yl)urea), NCCNC(OC(C)(C)C)=O (tert-butyl 2-aminoethylcarbamate). Solvent: C(Cl)Cl (CH2Cl2). The product is FC=1C=C(CNC(NC=2SC=C(N2)CNCCNC(OC(C)(C)C)=O)=O)C=CC1 (tert-butyl 2-((2-(3-(3-fluorobenzyl)ureido)thiazol-4-yl)methylamino)ethylcarbamate). RXN SMILES: C(O[BH-](OC(=O)C)OC(=O)C)(=O)C.[Na+].[F:15][C:16]1[CH:17]=[C:18]([CH:31]=[CH:32][CH:33]=1)[CH2:19][NH:20][C:21]([NH:23][C:24]1[S:25][CH:26]=[C:27]([CH:29]=O)[N:28]=1)=[O:22].[NH2:34][CH2:35][CH2:36][NH:37][C:38](=[O:44])[O:39][C:40]([CH3:43])([CH3:42])[CH3:41]>C(Cl)Cl>[F:15][C:16]1[CH:17]=[C:18]([CH:31]=[CH:32][CH:33]=1)[CH2:19][NH:20][C:21](=[O:22])[NH:23][C:24]1[S:25][CH:26]=[C:27]([CH2:29][NH:34][CH2:35][CH2:36][NH:37][C:38](=[O:44])[O:39][C:40]([CH3:42])([CH3:41])[CH3:43])[N:28]=1 |f:0.1|. Procedure details: Sodium triacetoxyborohydride (937 mg, 4.42 mmol) was added to a CH2Cl2 (50 mL) solution of 1-(3-fluorobenzyl)-3-(4-formylthiazol-2-yl)urea (620 mg, 2.21 mmol) and tert-butyl 2-aminoethylcarbamate (532 mg, 3.32 mmol) at 0 C. Upon completion of the reaction, it was quenched with dilute NaHCO3. The organics were dried and evaporated. Flash chromatography afforded tert-butyl 2-((2-(3-(3-fluorobenzyl)ureido)thiazol-4-yl)methylamino)ethylcarbamate. 1H NMR (400 MHz, CDCl3): δ 8.05 (1H, br), 7.28 (m, 1H... Starting materials: Cl, O=C1c2ccccc2C(=O)N1Cc1ccc(OCc2nc(C3CCCCN3)no2)cc1, O=S(=O)(Cl)c1nc2ccccc2[nH]1. Product: O=C1c2ccccc2C(=O)N1Cc1ccc(OCc2nc(C3CCCCN3S(=O)(=O)c3nc4ccccc4[nH]3)no2)cc1. RXN SMILES: [ClH:1].[NH:2]1[CH:3]([c:8]2[n:9][o:10][c:11]([CH2:13][O:14][c:15]3[cH:16][cH:17][c:18]([CH2:19][N:20]4[C:21](=[O:30])[c:22]5[cH:23][cH:24][cH:25][cH:26][c:27]5[C:28]4=[O:29])[cH:31][cH:32]3)[n:12]2)[CH2:4][CH2:5][CH2:6][CH2:7]1.[nH:33]1[c:34]([S:42](=[O:43])(=[O:44])[Cl:45])[n:35][c:36]2[c:37]1[cH:38][cH:39][cH:40][cH:41]2>>[N:2]1([S:42]([c:34]2[nH:33][c:37]3[c:36]([n:35]2)[cH:41][cH:40][cH:39][cH:38]3)(=[O:43])=[O:44])[CH:3]([c:8]2[n:9][o:10][c:11]([CH2:13][O:14][c:15]3[cH:16][cH:17][c:18]([CH2:19][N:20]4[C:21](=[O:30])[c:22]5[cH:23][cH:24][cH:25][cH:26][c:27]5[C:28]4=[O:29])[cH:31][cH:32]3)[n:12]2)[CH2:4][CH2:5][CH2:6][CH2:7]1. Starting materials: FC(C1=NC=2CCCCC2C(=C1)OCC1=CC=C(C=C1)C1=C(C=CC=C1)C=1N=NN(N1)C(C1=CC=CC=C1)(C1=CC=CC=C1)C1=CC=CC=C1)(F)F (5,6,7,8-tetrahydro-2-trifluoromethyl-4-[(2'-(2-triphenylmethyl-2H-tetrazol-5-yl)biphenyl-4-yl)methoxy]quinoline), solution, IC1=C(C(=O)OC)C=CC=C1 (methyl 2-iodobenzoate), ( i ), solution, C(CCC)[Li] (butyllithium), BrC1=CC=C(C=C1)C (4-bromotoluene). Reagents/catalysts: [Cl-].[Zn+2].[Cl-] (zinc chloride), C=1C=CC(=CC1)[P](C=2C=CC=CC2)(C=3C=CC=CC3)[Pd]([P](C=4C=CC=CC4)(C=5C=CC=CC5)C=6C=CC=CC6)([P](C=7C=CC=CC7)(C=8C=CC=CC8)C=9C=CC=CC9)[P](C=1C=CC=CC1)(C=1C=CC=CC1)C=1C=CC=CC1 (tetrakis(triphenylphosphine)palladium). Solvent: CCOCC (ether), C1CCOC1 (THF), C1CCOC1 (THF), CCCCCC (hexane), C1CCOC1 (THF). Run at temperature -78 celsius, time 15 minute. Product: CC=1NC(=CC(C1C(=O)OC)=O)CCC (methyl 1,4-dihydro-2-methyl-6-propyl-4-oxopyridine-3-carboxylate). Reaction SMILES: F[C:2](F)(F)[C:3]1[CH:12]=[C:11]([O:13]CC2C=CC(C3C=CC=CC=3C3N=NN(C(C4C=CC=CC=4)(C4C=CC=CC=4)C4C=CC=CC=4)N=3)=CC=2)[C:10]2C[CH2:8][CH2:7][CH2:6][C:5]=2[N:4]=1.C([Li])CCC.BrC1C=CC(C)=CC=1.IC1C=CC=CC=1[C:69]([O:71][CH3:72])=[O:70]>CCCCCC.C1COCC1.CCOCC.[Cl-].[Zn+2].[Cl-].C1C=CC([P]([Pd]([P](C2C=CC=CC=2)(C2C=CC=CC=2)C2C=CC=CC=2)([P](C2C=CC=CC=2)(C2C=CC=CC=2)C2C=CC=CC=2)[P](C2C=CC=CC=2)(C2C=CC=CC=2)C2C=CC=CC=2)(C2C=CC=CC=2)C2C=CC=CC=2)=CC=1>[CH3:2][C:3]1[NH:4][C:5]([CH2:6][CH2:7][CH3:8])=[CH:10][C:11](=[O:13])[C:12]=1[C:69]([O:71][CH3:72])=[O:70] |f:7.8.9,^1:99,101,120,139|. Reported procedure: The starting material (A) was obtained as follows: (i) A 1.6M solution of butyllithium in hexane (24.0 ml) was added dropwise to a stirred solution of 4-bromotoluene (6.0 g) in dry THF (50 ml) at -78° C. under an atmosphere of argon. The temperature was maintained at -78° C. for 20 minutes and then a 1M solution of anhydrous zinc chloride in ether (38.6 ml) was added. The solution was kept at -78° C. for 15 minutes, and then tetrakis(triphenylphosphine)palladium (60 mg) in THF (5 ml) was added, ...